This data is from the Open Reaction Database (ORD), a public repository of structured organic reaction records. The task is: describe an organic reaction: reactants, conditions, products, and yield Starting materials: CC1=CC=C(C=C1)O (4-methylphenol), CC=1OCCN1 (2-methyl-2-oxazoline). Solvent: C(Cl)Cl (methylene chloride). Product: CC1=CC=C(OCCNC(C)=O)C=C1 (N-[2-(4-Methylphenoxy)ethyl]acetamide). As a reaction SMILES: [CH3:1][C:2]1[CH:7]=[CH:6][C:5]([OH:8])=[CH:4][CH:3]=1.[CH3:9][C:10]1[O:11][CH2:12][CH2:13][N:14]=1>C(Cl)Cl>[CH3:1][C:2]1[CH:7]=[CH:6][C:5]([O:8][CH2:12][CH2:13][NH:14][C:10](=[O:11])[CH3:9])=[CH:4][CH:3]=1. Reported procedure: Combine 5.0 g (0.046 mol) 4-methylphenol and 3.9 g (0.46 mol) 2-methyl-2-oxazoline under a nitrogen atmosphere and heat to 175° C. for 18 hours. After this time, cool the reaction mixture and add 50 mL of methylene chloride. Wash the organics with 3×10 mL of 10% potassium hydroxide, dry over sodium sulfate and remove the solvents to obtain the title compound. Starting materials: BrC1=CC=CC2=C1C(N(CC=1N2C=NC1C(N)=NO)C)=O (7-bromo-5-methyl-6-oxo-5,6-dihydro-4H-imidazo[1,5-a][1,4]benzodiazepine-3-carboxamidoxime), ClCC(=O)OC(CCl)=O (chloroacetic anhydride). The solvent is CN(C=O)C (N,N-dimethylformamide). Product: BrC1=CC=CC2=C1C(N(CC=1N2C=NC1C1=NOC(=N1)CCl)C)=O (7-bromo-3-(5-chloromethyl-1,2,4-oxadiazol-3-yl)-5-methyl-5, 6-dihydro-4H-imidazo[1,5-a][1,4]benzodiazepin-6-one). The yield is 82.6%. Reaction SMILES: [Br:1][C:2]1[C:7]2[C:8](=[O:21])[N:9]([CH3:20])[CH2:10][C:11]3[N:12]([CH:13]=[N:14][C:15]=3[C:16](=[N:18][OH:19])[NH2:17])[C:6]=2[CH:5]=[CH:4][CH:3]=1.[Cl:22][CH2:23][C:24](OC(=O)CCl)=O>CN(C)C=O>[Br:1][C:2]1[C:7]2[C:8](=[O:21])[N:9]([CH3:20])[CH2:10][C:11]3[N:12]([CH:13]=[N:14][C:15]=3[C:16]3[N:17]=[C:24]([CH2:23][Cl:22])[O:19][N:18]=3)[C:6]=2[CH:5]=[CH:4][CH:3]=1. Procedure details: 16.9 g (48.3 mmol) of 7-bromo-5-methyl-6-oxo-5,6-dihydro-4H-imidazo[1,5-a][1,4]benzodiazepine-3-carboxamidoxime were stirred with 9.5 g (55.5 mmol) of chloroacetic anhydride in 100 ml of N,N-dimethylformamide at room temperature for 1 hour and at 105° for 3 hours. After evaporating the solvent the residue was dissolved in methylene chloride and the solution was washed with saturated sodium bicarbonate solution. By drying the organic phase over magnesium sulfate, evaporation of the solvent and ch... Yields the product COC(=O)C(=O)c1nsc(NC(=O)c2ccccc2)n1. As a reaction SMILES: [C:1]([c:2]1[cH:3][cH:4][cH:5][cH:6][cH:7]1)(=[O:8])[NH:9][c:10]1[n:11][c:12]([CH2:15][C:16](=[O:17])[O:18][CH3:19])[n:13][s:14]1.[CH3:20][S:21]([CH3:22])=[O:23].[CH3:25][CH2:26][O:27][C:28](=[O:29])[CH3:30].[I:24].[S:31](=[O:32])(=[O:33])([OH:34])[OH:35]>>[C:1]([c:2]1[cH:3][cH:4][cH:5][cH:6][cH:7]1)(=[O:8])[NH:9][c:10]1[n:11][c:12]([C:15]([C:16](=[O:17])[O:18][CH3:19])=[O:23])[n:13][s:14]1. Starting materials: COC(=O)Cc1nsc(NC(=O)c2ccccc2)n1, CS(C)=O, CCOC(C)=O, I, O=S(=O)(O)O.